The task is: describe an organic reaction: reactants, conditions, products, and yield. This data is from the Open Reaction Database (ORD), a public repository of structured organic reaction records. The reactants are O=C([O-])[O-], FC(F)(F)c1nc(Cl)c2c(n1)CCCC2, [K+], [K+], NCc1ccc(-c2ccccc2[N+](=O)[O-])cc1, CN(C)C=O. The product is O=[N+]([O-])c1ccccc1-c1ccc(CNc2nc(C(F)(F)F)nc3c2CCCC3)cc1. RXN SMILES: [C:33](=[O:34])([O-:35])[O-:36].[Cl:18][c:19]1[n:20][c:21]([C:29]([F:30])([F:31])[F:32])[n:22][c:23]2[c:28]1[CH2:27][CH2:26][CH2:25][CH2:24]2.[K+:37].[K+:38].[NH2:1][CH2:2][c:3]1[cH:4][cH:5][c:6](-[c:9]2[c:10]([N+:15](=[O:16])[O-:17])[cH:11][cH:12][cH:13][cH:14]2)[cH:7][cH:8]1.[O:39]=[CH:40][N:41]([CH3:42])[CH3:43]>>[NH:1]([CH2:2][c:3]1[cH:4][cH:5][c:6](-[c:9]2[c:10]([N+:15](=[O:16])[O-:17])[cH:11][cH:12][cH:13][cH:14]2)[cH:7][cH:8]1)[c:19]1[n:20][c:21]([C:29]([F:30])([F:31])[F:32])[n:22][c:23]2[c:28]1[CH2:27][CH2:26][CH2:25][CH2:24]2. The reactants are S(=O)(=O)([O-])[O-].[Mg+2] (magnesium sulfate), O=C(CC(=O)OCC)CCC (Ethyl 3-oxohexanoate), FC(C=1C=C(N)C=CC1)(F)F (3-trifluoromethylaniline), C(C)(=O)O (acetic acid). Run in C(C)O (ethanol). Yields the product FC(C=1C=C(C=CC1)NC(=CC(=O)OCC)CCC)(F)F (Ethyl 3-{[3-(trifluoromethyl)phenyl]amino}-2-hexenoate). As a reaction SMILES: O=[C:2]([CH2:9][CH2:10][CH3:11])[CH2:3][C:4]([O:6][CH2:7][CH3:8])=[O:5].[F:12][C:13]([F:22])([F:21])[C:14]1[CH:15]=[C:16]([CH:18]=[CH:19][CH:20]=1)[NH2:17].C(O)(=O)C.S([O-])([O-])(=O)=O.[Mg+2]>C(O)C>[F:12][C:13]([F:21])([F:22])[C:14]1[CH:15]=[C:16]([NH:17][C:2]([CH2:9][CH2:10][CH3:11])=[CH:3][C:4]([O:6][CH2:7][CH3:8])=[O:5])[CH:18]=[CH:19][CH:20]=1 |f:3.4|. Reported procedure: 0.85 g (5.4 mmol) Ethyl 3-oxohexanoate, 1.0 g (6.21 mmol) 3-trifluoromethylaniline and 5 mg (0.08 mmol) acetic acid are dissolved in 15 ml ethanol, and 0.78 g (6.5 mmol) magnesium sulfate are added. The reaction mixture is stirred at reflux overnight. After cooling down to room temperature, the solvent is removed in vacuo and the residue is purified by column chromatography on silica with dichloromethane as eluent. Reactants: CC1(OCCO1)C1=CC=C(O1)CN1N=CC(=C1)N (1-[5-(2-methyl-[1,3]dioxolan-2-yl)-furan-2-ylmethyl]-1H-pyrazol-4-ylamine), FC(OC1=CC=C(C=C1)C1=C(N=CO1)C(=O)O)(F)F (5-(4-trifluoromethoxy-phenyl)-oxazole-4-carboxylic acid), 01b. The product is C(C)(=O)C1=CC=C(O1)CN1N=CC(=C1)NC(=O)C=1N=COC1C1=CC=C(C=C1)OC(F)(F)F (5-(4-Trifluoromethoxy-phenyl)-oxazole-4-carboxylic acid [1-(5-acetyl-furan-2-ylmethyl)-1H-pyrazol-4-yl]-amide). As a reaction SMILES: [CH3:1][C:2]1([C:7]2[O:11][C:10]([CH2:12][N:13]3[CH:17]=[C:16]([NH2:18])[CH:15]=[N:14]3)=[CH:9][CH:8]=2)[O:6]CCO1.[F:19][C:20]([F:37])([F:36])[O:21][C:22]1[CH:27]=[CH:26][C:25]([C:28]2[O:32][CH:31]=[N:30][C:29]=2[C:33](O)=[O:34])=[CH:24][CH:23]=1>>[C:2]([C:7]1[O:11][C:10]([CH2:12][N:13]2[CH:17]=[C:16]([NH:18][C:33]([C:29]3[N:30]=[CH:31][O:32][C:28]=3[C:25]3[CH:24]=[CH:23][C:22]([O:21][C:20]([F:36])([F:19])[F:37])=[CH:27][CH:26]=3)=[O:34])[CH:15]=[N:14]2)=[CH:9][CH:8]=1)(=[O:6])[CH3:1]. Procedure: Following general procedure B followed by T, starting from 1-[5-(2-methyl-[1,3]dioxolan-2-yl)-furan-2-ylmethyl]-1H-pyrazol-4-ylamine and 5-(4-trifluoromethoxy-phenyl)-oxazole-4-carboxylic acid. LC-MS-conditions 01b: tR=1.01 min; [M+H]+=461.11. Product: CCCS(=O)(=O)c1ccc(C)c(C#Cc2cc(Cl)ccc2OC(CC(C)C)C(=O)OCC)c1. The reactants are CCOC(=O)C(Br)CC(C)C, CCCS(=O)(=O)c1ccc(C)c(C#Cc2cc(Cl)ccc2O)c1. As a reaction SMILES: [CH2:24]([CH3:25])[O:26][C:27]([CH:28]([CH2:29][CH:30]([CH3:31])[CH3:32])[Br:33])=[O:34].[Cl:1][c:2]1[cH:3][c:4]([C:9]#[C:10][c:11]2[c:12]([CH3:23])[cH:13][cH:14][c:15]([S:17](=[O:18])(=[O:19])[CH2:20][CH2:21][CH3:22])[cH:16]2)[c:5]([OH:8])[cH:6][cH:7]1>>[Cl:1][c:2]1[cH:3][c:4]([C:9]#[C:10][c:11]2[c:12]([CH3:23])[cH:13][cH:14][c:15]([S:17](=[O:18])(=[O:19])[CH2:20][CH2:21][CH3:22])[cH:16]2)[c:5]([O:8][CH:28]([C:27]([O:26][CH2:24][CH3:25])=[O:34])[CH2:29][CH:30]([CH3:31])[CH3:32])[cH:6][cH:7]1. Starting materials: [Br-], C[Mg+], CCOCC, [Cl-], [NH4+], C1CCOC1, CC(=O)c1cccc(O)c1. Product: CC(C)(O)c1cccc(O)c1. As a reaction SMILES: [Br-:11].[CH3:12][Mg+:13].[CH3:21][CH2:22][O:23][CH2:24][CH3:25].[Cl-:14].[NH4+:15].[O:16]1[CH2:17][CH2:18][CH2:19][CH2:20]1.[OH:1][c:2]1[cH:3][c:4]([C:8]([CH3:9])=[O:10])[cH:5][cH:6][cH:7]1>>[OH:1][c:2]1[cH:3][c:4]([C:8]([CH3:9])([OH:10])[CH3:12])[cH:5][cH:6][cH:7]1. Reactants: ClCCCl, [I-], [I-], CC(C)(C)OC(=O)N1CCC(O)(c2cccs2)CC1, [Zn+2]. Yields the product CC(C)(C)OC(=O)N1CCC(c2cccs2)CC1. As a reaction SMILES: [Cl:20][CH2:21][CH2:22][Cl:23].[I-:24].[I-:26].[OH:1][C:2]1([c:15]2[s:16][cH:17][cH:18][cH:19]2)[CH2:3][CH2:4][N:5]([C:8](=[O:9])[O:10][C:11]([CH3:12])([CH3:13])[CH3:14])[CH2:6][CH2:7]1.[Zn+2:25]>>[CH:2]1([c:15]2[s:16][cH:17][cH:18][cH:19]2)[CH2:3][CH2:4][N:5]([C:8](=[O:9])[O:10][C:11]([CH3:12])([CH3:13])[CH3:14])[CH2:6][CH2:7]1. Starting materials: C(CCCCCCC)C1CC2=CC=C(C=C2C1)C(=O)Cl (2-octylindan-5-carbonyl chloride), O.N (ammonia water), O (water), resultant mixture. The solvent is C1CCOC1 (THF). Conditions: temperature 0 celsius. Product: C(CCCCCCC)C1CC2=CC=C(C=C2C1)C(N)=O (2-octyl-5-carbamoylindan). Yield: 92.1%. Reaction SMILES: [CH2:1]([CH:9]1[CH2:17][C:16]2[C:11](=[CH:12][CH:13]=[C:14]([C:18](Cl)=[O:19])[CH:15]=2)[CH2:10]1)[CH2:2][CH2:3][CH2:4][CH2:5][CH2:6][CH2:7][CH3:8].O.[NH3:22].O>C1COCC1>[CH2:1]([CH:9]1[CH2:17][C:16]2[C:11](=[CH:12][CH:13]=[C:14]([C:18](=[O:19])[NH2:22])[CH:15]=2)[CH2:10]1)[CH2:2][CH2:3][CH2:4][CH2:5][CH2:6][CH2:7][CH3:8] |f:1.2|. Procedure details: In a 50 ml-round bottomed flask, 5.00 g (18.2 mM) of 2-octylindan-5-carboxylic acid was placed and 7.0 ml of thionyl chloride and one drop of N,N'-dimethylformamide (DMF) were added thereto, followed by heat-refluxing for 30 minute. An excessive thionyl chloride was distilled off under reduced pressure from the above mixture to obtain 2-octylindan-5-carbonyl chloride. A solution of the above-obtained 2-octylindan-5-carbonyl chloride in 50 ml of THF was gradually added dropwise to 45 ml of 30%-am...